From a dataset of the Open Reaction Database (ORD), a public repository of structured organic reaction records. describe an organic reaction: reactants, conditions, products, and yield Reaction SMILES: [CH2:1]([CH2:2][CH2:3][CH3:4])[N:5]([c:6]1[c:7]([O:28][CH3:29])[n:8][n:9]2[c:10]1[s:11][cH:12][c:13]2-[c:14]1[c:15]([O:26][CH3:27])[cH:16][c:17]([CH2:22][O:23][CH2:24][CH3:25])[cH:18][c:19]1[O:20][CH3:21])[CH:30]1[CH2:31][CH2:32][O:33][CH2:34][CH2:35]1.[CH3:36][CH2:37][OH:38].[CH3:45][CH2:46][CH2:47][CH2:48][CH2:49][CH2:50][CH3:51].[OH2:39].[P:40]([OH:41])([OH:42])([OH:43])=[O:44]>>[CH2:1]([CH2:2][CH2:3][CH3:4])[N:5]([c:6]1[c:7]([O:28][CH3:29])[n:8][n:9]2[c:10]1[s:11][cH:12][c:13]2-[c:14]1[c:15]([O:26][CH3:27])[cH:16][c:17]([CH2:22][O:23][CH2:24][CH3:25])[cH:18][c:19]1[O:20][CH3:21])[CH:30]1[CH2:31][CH2:32][O:33][CH2:34][CH2:35]1.[P:40](=[O:41])([OH:42])([OH:43])[OH:44]. Reactants: CCCCN(c1c(OC)nn2c(-c3c(OC)cc(COCC)cc3OC)csc12)C1CCOCC1, CCO, CCCCCCC, O, O=P(O)(O)O. Product: CCCCN(c1c(OC)nn2c(-c3c(OC)cc(COCC)cc3OC)csc12)C1CCOCC1, O=P(O)(O)O. Starting materials: C1CCOC1, NO, NC(=O)c1ccccc1C(N)=O, O=C(NC(CCO)c1ccccc1)C1SCCN1S(=O)(=O)c1ccc(-c2ccccc2)cc1, c1ccc(P(c2ccccc2)c2ccccc2)cc1. The product is O=C(NC(CCN1C(=O)c2ccccc2C1=O)c1ccccc1)C1SCCN1S(=O)(=O)c1ccc(-c2ccccc2)cc1. Reaction SMILES: [CH2:67]1[O:68][CH2:69][CH2:70][CH2:71]1.[NH2:1][OH:2].[NH2:36][C:37](=[O:38])[c:39]1[cH:40][cH:41][cH:42][cH:43][c:44]1[C:45]([NH2:46])=[O:47].[c:3]1(-[c:30]2[cH:31][cH:32][cH:33][cH:34][cH:35]2)[cH:4][cH:5][c:6]([S:9](=[O:10])(=[O:11])[N:12]2[CH:13]([C:17](=[O:18])[NH:19][CH:20]([CH2:21][CH2:22][OH:23])[c:24]3[cH:25][cH:26][cH:27][cH:28][cH:29]3)[S:14][CH2:15][CH2:16]2)[cH:7][cH:8]1.[c:48]1([P:49]([c:50]2[cH:51][cH:52][cH:53][cH:54][cH:55]2)[c:56]2[cH:57][cH:58][cH:59][cH:60][cH:61]2)[cH:62][cH:63][cH:64][cH:65][cH:66]1>>[c:3]1(-[c:30]2[cH:31][cH:32][cH:33][cH:34][cH:35]2)[cH:4][cH:5][c:6]([S:9](=[O:10])(=[O:11])[N:12]2[CH:13]([C:17](=[O:18])[NH:19][CH:20]([CH2:21][CH2:22][N:46]3[C:37](=[O:38])[c:39]4[cH:40][cH:41][cH:42][cH:43][c:44]4[C:45]3=[O:47])[c:24]3[cH:25][cH:26][cH:27][cH:28][cH:29]3)[S:14][CH2:15][CH2:16]2)[cH:7][cH:8]1. Isolated yield 93.7%. The reagents and catalysts are [Cu]I (CuI). The reactants are CN(CCN)C (N,N-dimethylethylenediamine), IC=1C=NC=CC1 (3-iodopyridine), N1C(CCC1)=O (2-pyrrolidinone), C([O-])([O-])=O.[K+].[K+] (potassium carbonate). Reaction conditions: temperature 125 celsius. Procedure: In a sealed flask, a stirred mixture of CuI (37 mg, ˜0.2 mmol) and potassium carbonate (2.70 g, 19.5 mmol) was degassed for 15 min. N,N-dimethylethylenediamine (146 μL, ˜1.0 mmol), 3-iodopyridine (2.00 g, 9.8 mmol), 2-pyrrolidinone (˜1 g, 11.7 mmol) and 1,4-dioxane (10 mL) were added, respectively (A. Klapars, J. C. Antilla, X. Huang S. L. Buchwald J. Am. Chem. Soc. 2001, 123. 7727-7729). The flow of nitrogen was removed, and the reaction mixture was then heated at 125° C. for 18 h. After coolin... Solvent: O1CCOCC1 (1,4-dioxane). Reaction SMILES: C(=O)([O-])[O-].[K+].[K+].CN(C)CCN.I[C:14]1[CH:15]=[N:16][CH:17]=[CH:18][CH:19]=1.[NH:20]1[CH2:24][CH2:23][CH2:22][C:21]1=[O:25]>[Cu]I.O1CCOCC1>[N:16]1[CH:17]=[CH:18][CH:19]=[C:14]([N:20]2[CH2:24][CH2:23][CH2:22][C:21]2=[O:25])[CH:15]=1 |f:0.1.2|. Yields the product N1=CC(=CC=C1)N1C(CCC1)=O (1-(Pyridin-3-yl)pyrrolidin-2-one). Reactants: OCC1(CBr)COC1, Cl, NCc1ccccc1, O. As a reaction SMILES: [Br:1][CH2:2][C:3]1([CH2:7][OH:8])[CH2:4][O:5][CH2:6]1.[ClH:17].[NH2:9][CH2:10][c:11]1[cH:12][cH:13][cH:14][cH:15][cH:16]1.[OH2:18]>>[CH2:2]1[C:3]([CH2:4][OH:5])([CH2:7][OH:8])[CH2:6][N:9]1[CH2:10][c:11]1[cH:12][cH:13][cH:14][cH:15][cH:16]1. Product: OCC1(CO)CN(Cc2ccccc2)C1.